Dataset: the Open Reaction Database (ORD), a public repository of structured organic reaction records. Task: describe an organic reaction: reactants, conditions, products, and yield Product: Fc1ccc(OCC2CCC3CNCCN3C2)cc1. Reaction SMILES: [C:1]([O:2][C:3]([CH3:4])([CH3:5])[CH3:6])(=[O:7])[N:8]1[CH2:9][CH:10]2[N:11]([CH2:12][CH2:13]1)[CH2:14][CH:15]([CH2:18][O:19][c:20]1[cH:21][cH:22][c:23]([F:26])[cH:24][cH:25]1)[CH2:16][CH2:17]2.[OH2:34].[OH:27][C:28]([C:29]([F:30])([F:31])[F:32])=[O:33]>>[NH:8]1[CH2:9][CH:10]2[N:11]([CH2:12][CH2:13]1)[CH2:14][CH:15]([CH2:18][O:19][c:20]1[cH:21][cH:22][c:23]([F:26])[cH:24][cH:25]1)[CH2:16][CH2:17]2. Starting materials: CC(C)(C)OC(=O)N1CCN2CC(COc3ccc(F)cc3)CCC2C1, O, O=C(O)C(F)(F)F. Reactants: [N+](=O)([O-])C1=CC=C(C(C(=O)OC)=C1)O (methyl 5-nitrosalicylate), BrCCCC(=O)OCC (ethyl 4-bromobutyrate), C([O-])([O-])=O.[K+].[K+] (potassium carbonate). The solvent is CN(C)C=O (DMF). Reaction conditions: temperature 110 celsius, time 5 hour. Yields the product COC(=O)C1=C(OCCCC(=O)OCC)C=CC(=C1)[N+](=O)[O-] (ethyl 4-(2-methoxycarbonyl-4-nitrophenoxy)butyrate). Yield: 80.6%. RXN SMILES: [N+:1]([C:4]1[CH:13]=[C:8]([C:9]([O:11][CH3:12])=[O:10])[C:7]([OH:14])=[CH:6][CH:5]=1)([O-:3])=[O:2].Br[CH2:16][CH2:17][CH2:18][C:19]([O:21][CH2:22][CH3:23])=[O:20].C(=O)([O-])[O-].[K+].[K+]>CN(C=O)C>[CH3:12][O:11][C:9]([C:8]1[CH:13]=[C:4]([N+:1]([O-:3])=[O:2])[CH:5]=[CH:6][C:7]=1[O:14][CH2:16][CH2:17][CH2:18][C:19]([O:21][CH2:22][CH3:23])=[O:20])=[O:10] |f:2.3.4|. Procedure details: In DMF (50 ml) was dissolved methyl 5-nitrosalicylate (1.97 g, 10.0 mmol), and to the mixture were added ethyl 4-bromobutyrate (1.57 ml, 11.0 mmol) and potassium carbonate (2.76 g, 20.0 mmol). The mixture was stirred at 110° C. for 5 hours, and the mixture was concentrated under reduced pressure. To the residue was added ethyl acetate, and the mixture was washed with water and 10% potassium carbonate solution. The organic layer was dried with anhydrous magnesium sulfate and concentrated under re...